Dataset: the Open Reaction Database (ORD), a public repository of structured organic reaction records. Task: describe an organic reaction: reactants, conditions, products, and yield The reactants are COC(=O)C=1C=NC(=NC1)C1=CC(=CC=C1)OC (2-(3-methoxy-phenyl)-pyrimidine-5-carboxylic acid methyl ester), O.[OH-].[Li+] (lithium hydroxide monohydrate), CO (MeOH), O (water). Run in C1CCOC1 (THF). Conditions: time 3.5 hour. The product is COC=1C=C(C=CC1)C1=NC=C(C=N1)C(=O)O (2-(3-methoxy-phenyl)-pyrimidine-5-carboxylic acid). Yield: 103.1%. Reaction SMILES: C[O:2][C:3]([C:5]1[CH:6]=[N:7][C:8]([C:11]2[CH:16]=[CH:15][CH:14]=[C:13]([O:17][CH3:18])[CH:12]=2)=[N:9][CH:10]=1)=[O:4].O.[OH-].[Li+].CO.O>C1COCC1>[CH3:18][O:17][C:13]1[CH:12]=[C:11]([C:8]2[N:9]=[CH:10][C:5]([C:3]([OH:4])=[O:2])=[CH:6][N:7]=2)[CH:16]=[CH:15][CH:14]=1 |f:1.2.3|. Procedure: A mixture of 2-(3-methoxy-phenyl)-pyrimidine-5-carboxylic acid methyl ester (145 mg, 0.59 mmol), lithium hydroxide monohydrate (49.5 mg, 1.18 mmol), MeOH (1.5 mL), water (1.5 mL) and THF (1.5 ml) is stirred at rt for 3.5 hrs. The reaction mixture is concentrated, and water (1 mL) and 1 N aqueous HCl (1.2 mL) are added. The precipitated product is filtered and dried to afford 2-(3-methoxy-phenyl)-pyrimidine-5-carboxylic acid (140 mg). MS: 231 (M+H); 1H NMR (DMSO-d6): δ 4.62 (s, 3H), 7.54 (m, 2H),... Starting materials: O=P12OP3(=O)OP(=O)(O1)OP(=O)(O2)O3 (phosphorus pentoxide), C1(O)=C(O)C(O)=CC=C1 (pyrogallol), O (water). Run in CC(=O)CC (ethyl methyl ketone). Reaction conditions: temperature 50 celsius, time 30 minute. The product is OC1=CC=CC=2OC(OC21)(C)CC (4-hydroxy-2-ethyl-2-methyl-1,3-benzodioxole). RXN SMILES: [C:1]1([CH:9]=[CH:8][CH:7]=[C:5]([OH:6])[C:3]=1[OH:4])[OH:2].O=P12OP3(OP(OP(O3)(O1)=O)(=O)O2)=O.O>CC(CC)=O>[OH:2][C:1]1[C:3]2[O:4][C:1]([CH2:3][CH3:5])([CH3:9])[O:6][C:5]=2[CH:7]=[CH:8][CH:9]=1. Procedure details: A solution of pyrogallol (50 parts) in ethyl methyl ketone (200 parts) was stirred and heated to 50° C, then phosphorus pentoxide was added portionwise at such a rate that the temperature remained about 80° C. After stirring for a further 30 minutes at about 50° C the liquid layer was poured into cold water (1,000 parts) and the crude product isolated by extracting with benzene and evaporating the extracts. Distillation of the crude product gave pure 4-hydroxy-2-ethyl-2-methyl-1,3-benzodioxole (... Reactants: C(C)(=O)C1=NNC(=C1)C(=O)NC[C@@H](C)N1N=C(C=C1)C1=CC(=C(C=C1)C#N)Cl ((R)-3-acetyl-N-(2-(3-(3-chloro-4-cyanophenyl)-1H-pyrazol-1-yl)propyl)-1H-pyrazole-5-carboxamide), [BH4-].[Na+] (sodium borohydride). Product: ClC=1C=C(C=CC1C#N)C1=NN(C=C1)[C@@H](CNC(=O)C1=CC(=NN1)C(C)O)C (N—((R)-2-(3-(3-chloro-4-cyanophenyl)-1H-pyrazol-1-yl)propyl)-3-(1-hydroxyethyl)-1H-pyrazole-5-carboxamide). The yield is 87.3%. As a reaction SMILES: [C:1]([C:4]1[CH:8]=[C:7]([C:9]([NH:11][CH2:12][C@H:13]([N:15]2[CH:19]=[CH:18][C:17]([C:20]3[CH:25]=[CH:24][C:23]([C:26]#[N:27])=[C:22]([Cl:28])[CH:21]=3)=[N:16]2)[CH3:14])=[O:10])[NH:6][N:5]=1)(=[O:3])[CH3:2].[BH4-].[Na+]>>[Cl:28][C:22]1[CH:21]=[C:20]([C:17]2[CH:18]=[CH:19][N:15]([C@H:13]([CH3:14])[CH2:12][NH:11][C:9]([C:7]3[NH:6][N:5]=[C:4]([CH:1]([OH:3])[CH3:2])[CH:8]=3)=[O:10])[N:16]=2)[CH:25]=[CH:24][C:23]=1[C:26]#[N:27] |f:1.2|. Reported procedure: (R)-3-acetyl-N-(2-(3-(3-chloro-4-cyanophenyl)-1H-pyrazol-1-yl)propyl)-1H-pyrazole-5-carboxamide (100 mg, 0.25 mmol) was treated with sodium borohydride using the method of Example 102. Thus, 87 mg (87%) of the title compound was obtained. 1H-NMR (400 MHz; d6-DMSO): δ 1.37 (d, 3H), 1.46 (d, 3H), 3.52-3.72 (m, 2H), 4.63-4.84 (m, 2H), 5.40 (bs, 1H), 6.42 (bs, 1H), 6.95 (d, 1H), 7.87 (d, 1H), 7.99 (s, 2H), 8.09-8.22 (m, 2H), 13.0 (bs, 1H). The reactants are CC=C(c1ccc(OC)c(OCC)c1)c1ccc(OC)c([N+](=O)[O-])c1, CCO, CCOC(C)=O, [Na+], [OH-], O. Yields the product CC=C(c1ccc(OC)c(N)c1)c1ccc(OC)c(OCC)c1. RXN SMILES: [CH2:1]([CH3:2])[O:3][c:4]1[cH:5][c:6]([C:12](=[CH:13][CH3:14])[c:15]2[cH:16][c:17]([N+:23]([O-:24])=[O:25])[c:18]([O:21][CH3:22])[cH:19][cH:20]2)[cH:7][cH:8][c:9]1[O:10][CH3:11].[CH3:29][CH2:30][OH:31].[CH3:32][CH2:33][O:34][C:35](=[O:36])[CH3:37].[Na+:28].[OH-:27].[OH2:26]>>[CH2:1]([CH3:2])[O:3][c:4]1[cH:5][c:6]([C:12](=[CH:13][CH3:14])[c:15]2[cH:16][c:17]([NH2:23])[c:18]([O:21][CH3:22])[cH:19][cH:20]2)[cH:7][cH:8][c:9]1[O:10][CH3:11]. The reactants are C(=O)(OC)C1=C(C=CC=C1)C1=CC=C(C=C1)CN1C(=NC(=C1C=O)Cl)\C=C\CC (1-[(2'-carbomethoxybiphenyl-4-yl)methyl]-2-(1-trans-butenyl)-4-chloroimidazole-5-carboxaldehyde), [BH4-].[Na+] (sodium borohydride), [OH-].[Na+] (sodium hydroxide). Run in CO (methanol), O (water). Conditions: temperature 0 celsius, time 0.5 hour. Product: C(=O)(OC)C1=C(C=CC=C1)C1=CC=C(C=C1)CN1C(=NC(=C1CO)Cl)\C=C\CC (1-[2'-carbomethoxybiphenyl-4-yl)methyl-2-(1-transbutenyl)-4-chloro-5-hydroxymethylimidazole). The yield is 88.0%. Reaction SMILES: [C:1]([C:5]1[CH:10]=[CH:9][CH:8]=[CH:7][C:6]=1[C:11]1[CH:16]=[CH:15][C:14]([CH2:17][N:18]2[C:22]([CH:23]=[O:24])=[C:21]([Cl:25])[N:20]=[C:19]2/[CH:26]=[CH:27]/[CH2:28][CH3:29])=[CH:13][CH:12]=1)([O:3][CH3:4])=[O:2].[BH4-].[Na+].[OH-].[Na+]>CO.O>[C:1]([C:5]1[CH:10]=[CH:9][CH:8]=[CH:7][C:6]=1[C:11]1[CH:16]=[CH:15][C:14]([CH2:17][N:18]2[C:22]([CH2:23][OH:24])=[C:21]([Cl:25])[N:20]=[C:19]2/[CH:26]=[CH:27]/[CH2:28][CH3:29])=[CH:13][CH:12]=1)([O:3][CH3:4])=[O:2] |f:1.2,3.4|. Procedure: To a solution of 0.26 g of 1-[(2'-carbomethoxybiphenyl-4-yl)methyl]-2-(1-trans-butenyl)-4-chloroimidazole-5-carboxaldehyde in 10 mL of methanol at 0° C. was added 0.24 g of sodium borohydride portionwise over 0.5 hours. The mixture was stirred for an additional 0.5 hours at 0° C. and then poured into a solution at 10% sodium hydroxide in water. The resulting mixture was extracted with ethyl acetate, and the combined organic phases were washed with brine, dried over anhydrous sodium sulfate, filt...